Dataset: the Open Reaction Database (ORD), a public repository of structured organic reaction records. Task: describe an organic reaction: reactants, conditions, products, and yield Reaction SMILES: [F:1][C:2]([F:13])([F:12])[C:3]1[CH:8]=[CH:7][C:6](B(O)O)=[CH:5][CH:4]=1.Br[C:15]1[CH:20]=[CH:19][C:18]([C:21]([OH:23])=[O:22])=[CH:17][C:16]=1[CH3:24]>>[CH3:24][C:16]1[CH:17]=[C:18]([C:21]([OH:23])=[O:22])[CH:19]=[CH:20][C:15]=1[C:6]1[CH:7]=[CH:8][C:3]([C:2]([F:13])([F:12])[F:1])=[CH:4][CH:5]=1. Reported procedure: Production Example 14 was repeated except that 4-(trifluoromethyl)phenylboronic acid and 4-bromo-3-methylbenzenecarboxylic acid were used, to provide the title compound as white solid. Starting materials: FC(C1=CC=C(C=C1)B(O)O)(F)F (4-(trifluoromethyl)phenylboronic acid), BrC1=C(C=C(C=C1)C(=O)O)C (4-bromo-3-methylbenzenecarboxylic acid). Product: CC1=C(C=CC(=C1)C(=O)O)C1=CC=C(C=C1)C(F)(F)F (2-Methyl-4′-(trifluoromethyl)[1,1′-biphenyl]-4-carboxylic acid). The reactants are Cl (hydrochloride), ClC1=NN2C(C(=CC=C2)NCC=2C(=NC=CC2)N(S(=O)(=O)C)C)=N1 (N-{3-[(2-chloro-[1,2,4]triazolo[1,5-a]pyridin-8-ylamino)-methyl]-pyridin-2-yl}-N-methyl-methanesulfonamide), CS(=O)(=O)C=1C=C(C=CC1)N (3-methanesulfonyl-phenylamine), C1(CCCCC1)P(C1=C(C=CC=C1)C1=C(C=CC=C1)P(C1CCCCC1)C1CCCCC1)C1CCCCC1 (2,2′-bis-dicyclohexylphosphanyl-biphenyl). Yields the product CS(=O)(=O)C=1C=C(C=CC1)NC1=NN2C(C(=CC=C2)NCC=2C(=NC=CC2)N(S(=O)(=O)C)C)=N1 (N-(3-{[2-(3-Methanesulfonyl-phenylamino)-[1,2,4]triazolo[1,5-a]pyridin-8-ylamino]-methyl}-pyridin-2-yl)-N-methyl-methanesulfonamide), foam. Isolated yield 11.0%. Reaction SMILES: Cl[C:2]1[N:24]=[C:5]2[C:6]([NH:10][CH2:11][C:12]3[C:13]([N:18]([CH3:23])[S:19]([CH3:22])(=[O:21])=[O:20])=[N:14][CH:15]=[CH:16][CH:17]=3)=[CH:7][CH:8]=[CH:9][N:4]2[N:3]=1.[CH3:25][S:26]([C:29]1[CH:30]=[C:31]([NH2:35])[CH:32]=[CH:33][CH:34]=1)(=[O:28])=[O:27].Cl.C1(P(C2CCCCC2)C2C=CC=CC=2C2C=CC=CC=2P(C2CCCCC2)C2CCCCC2)CCCCC1>>[CH3:25][S:26]([C:29]1[CH:30]=[C:31]([NH:35][C:2]2[N:24]=[C:5]3[C:6]([NH:10][CH2:11][C:12]4[C:13]([N:18]([CH3:23])[S:19]([CH3:22])(=[O:21])=[O:20])=[N:14][CH:15]=[CH:16][CH:17]=4)=[CH:7][CH:8]=[CH:9][N:4]3[N:3]=2)[CH:32]=[CH:33][CH:34]=1)(=[O:27])=[O:28]. Procedure details: N-(3-{[2-(3-Methanesulfonyl-phenylamino)-[1,2,4]triazolo[1,5-a]pyridin-8-ylamino]-methyl}-pyridin-2-yl)-N-methyl-methanesulfonamide was prepared from N-{3-[(2-chloro-[1,2,4]triazolo[1,5-a]pyridin-8-ylamino)-methyl]-pyridin-2-yl}-N-methyl-methanesulfonamide (75.0 mg, 0.204 mmol) and 3-methanesulfonyl-phenylamine; hydrochloride (39.0 mg, 0.188 mmol) with 2,2′-bis-dicyclohexylphosphanyl-biphenyl (25.0 mg, 0.0457 mmol) as the ligand in a manner analogous to Example 2d. Product isolated as a tan foam... The reactants are OC=1C=C2C(=C(N(C2=CC1)CC1=CC=CC=C1)C)CC(=O)N (5-hydroxy-2-methyl-1-(phenylmethyl)-1H-indole-3-acetamide), [H-].[Na+] (NaH), COC(CCCCBr)=O (5-bromopentanoic acid methyl ester). Solvent: CS(=O)C (DMSO). Yields the product COC(CCCCOC=1C=C2C(=C(N(C2=CC1)CC1=CC=CC=C1)C)CC(=O)N)=O (5-[[3-(2-amino-2-oxoethyl)-2-methyl-1-(phenylmethyl)-1H-indol-5-yl]oxy]pentanoic acid methyl ester). RXN SMILES: [OH:1][C:2]1[CH:3]=[C:4]2[C:8](=[CH:9][CH:10]=1)[N:7]([CH2:11][C:12]1[CH:17]=[CH:16][CH:15]=[CH:14][CH:13]=1)[C:6]([CH3:18])=[C:5]2[CH2:19][C:20]([NH2:22])=[O:21].[H-].[Na+].[CH3:25][O:26][C:27](=[O:33])[CH2:28][CH2:29][CH2:30][CH2:31]Br>CS(C)=O>[CH3:25][O:26][C:27](=[O:33])[CH2:28][CH2:29][CH2:30][CH2:31][O:1][C:2]1[CH:3]=[C:4]2[C:8](=[CH:9][CH:10]=1)[N:7]([CH2:11][C:12]1[CH:17]=[CH:16][CH:15]=[CH:14][CH:13]=1)[C:6]([CH3:18])=[C:5]2[CH2:19][C:20]([NH2:22])=[O:21] |f:1.2|. Procedure: As described in Example 23, 125 mg (0.43 mmol) of 5-hydroxy-2-methyl-1-(phenylmethyl)-1H-indole-3-acetamide (Example 2), 30 mg of 60% NaH/mineral oil, and 0.1 mL of 5-bromopentanoic acid methyl ester in 15 mL of DMSO were reacted to give 80 mg of 5-[[3-(2-amino-2-oxoethyl)-2-methyl-1-(phenylmethyl)-1H-indol-5-yl]oxy]pentanoic acid methyl ester, after chromatography on silica (eluted with CH2Cl2→2% MeOH/CH2Cl2). This material in 5 mL of THF and 15 mL of EtOH was treated with 2 mL of 2N NaOH and t... The reactants are O=C1C=2C=CC(=CC2CCC1)OC1=CC=C(C#N)C=C1 (4-(5-Oxo-5,6,7,8-tetrahydro-naphthalen-2-yloxy)-benzonitrile), [OH-].[K+] (KOH). Solvent: C(C)(C)(C)O (t-butyl alcohol). Conditions: time 72 hour. Product: O=C1C=2C=CC(=CC2CCC1)OC1=CC=C(C(=O)N)C=C1 (4-(5-Oxo-5,6,7,8-tetrahydro-naphthalen-2-yloxy)-benzamide). Isolated yield 91.1%. Reaction SMILES: [O:1]=[C:2]1[CH2:11][CH2:10][CH2:9][C:8]2[CH:7]=[C:6]([O:12][C:13]3[CH:20]=[CH:19][C:16]([C:17]#[N:18])=[CH:15][CH:14]=3)[CH:5]=[CH:4][C:3]1=2.[OH-:21].[K+]>C(O)(C)(C)C>[O:1]=[C:2]1[CH2:11][CH2:10][CH2:9][C:8]2[CH:7]=[C:6]([O:12][C:13]3[CH:14]=[CH:15][C:16]([C:17]([NH2:18])=[O:21])=[CH:19][CH:20]=3)[CH:5]=[CH:4][C:3]1=2 |f:1.2|. Procedure details: Combine 4-(5-Oxo-5,6,7,8-tetrahydro-naphthalen-2-yloxy)-benzonitrile (5.34, 20.3 mmol), t-butyl alcohol (100 ml), and KOH (5.7 g, 101.5 mmol). After the reaction stirs for 72 hours at room temperature, concentrate under reduced pressure and then add ethyl acetate. Wash the organic phase with water, a brine solution, and then dry the organic layer over Na2SO4. Flash chromatograph using 2/1 CH2Cl2/ethyl acetate eluent to afford 5.20 g, 18.5 mmol (91% yield) of the title compound: 1H NMR (500 MHz, ... The reactants are BrC1=CC=CC(=C1)C. The reagents and catalysts are O1B(OC(C)(C)C1(C)C)B2OC(C)(C)C(O2)(C)C, N=1C=CC(=CC1C=2N=CC=C(C2)C(C)(C)C)C(C)(C)C, C[OH2+].C[OH2+].C1CC=CCCC=C1.C1CC=CCCC=C1.[Ir].[Ir]. The solvent is O1CCCC1. Conditions: temperature 25 celsius, time 4 hour. The product is BrC=1C=C(C=C(C1)C)B2OC(C)(C)C(O2)(C)C. Isolated yield 73.0%. Reactants: CCOC(=O)c1cn(CC(=O)OC(C)(C)C)c(=O)cc1Nc1ccc(I)cc1F, CCO, Cl, [K+], [K+], O=C([O-])[O-]. Yields the product CC(C)(C)OC(=O)Cn1cc(C(=O)O)c(Nc2ccc(I)cc2F)cc1=O. RXN SMILES: [C:1]([CH3:2])([CH3:3])([CH3:4])[O:5][C:6]([CH2:7][n:8]1[cH:9][c:10]([C:24](=[O:25])[O:26][CH2:27][CH3:28])[c:11]([NH:15][c:16]2[c:17]([F:23])[cH:18][c:19]([I:22])[cH:20][cH:21]2)[cH:12][c:13]1=[O:14])=[O:29].[CH3:36][CH2:37][OH:38].[ClH:39].[K+:30].[K+:31].[O-:32][C:33]([O-:34])=[O:35]>>[C:1]([CH3:2])([CH3:3])([CH3:4])[O:5][C:6]([CH2:7][n:8]1[cH:9][c:10]([C:24](=[O:25])[OH:26])[c:11]([NH:15][c:16]2[c:17]([F:23])[cH:18][c:19]([I:22])[cH:20][cH:21]2)[cH:12][c:13]1=[O:14])=[O:29]. Reactants: Br, COc1ccc(-c2ccc(C(C)=O)cc2)cc1, C1COCCO1, Cl, [Na+], [Na+], O, O=S([O-])[O-]. Yields the product COc1ccc(-c2ccc(C(=O)O)cc2)cc1. RXN SMILES: [Br:1].[C:2]([CH3:3])(=[O:4])[c:5]1[cH:6][cH:7][c:8](-[c:11]2[cH:12][cH:13][c:14]([O:17][CH3:18])[cH:15][cH:16]2)[cH:9][cH:10]1.[CH2:27]1[O:28][CH2:29][CH2:30][O:31][CH2:32]1.[ClH:25].[Na+:23].[Na+:24].[OH2:26].[S:19](=[O:20])([O-:21])[O-:22]>>[C:2]([OH:4])([c:5]1[cH:6][cH:7][c:8](-[c:11]2[cH:12][cH:13][c:14]([O:17][CH3:18])[cH:15][cH:16]2)[cH:9][cH:10]1)=[O:20].